Task: describe an organic reaction: reactants, conditions, products, and yield. Dataset: the Open Reaction Database (ORD), a public repository of structured organic reaction records The reactants are CS(=O)(=O)O (Methanesulfonic acid), NC(NNC(C1=C(C=CC=C1)NC1=CC(=CC=C1)C(F)(F)F)=O)=S (2-[(3-trifluoromethylphenyl)amino]-benzoic acid, 2-(aminothioxo-methyl)hydrazide). Solvent: C1(=CC=CC=C1)C (toluene). Yields the product FC(C=1C=C(C=CC1)NC1=C(C=CC=C1)C1=NN=C(S1)N)(F)F (5-[2-[(3-trifluoromethylphenyl)amino]phenyl]-1,3,4-thiadiazol-2-amine). Yield: 35.3%. Reaction SMILES: CS(O)(=O)=O.[NH2:6][C:7](=[S:29])[NH:8][NH:9][C:10](=O)[C:11]1[CH:16]=[CH:15][CH:14]=[CH:13][C:12]=1[NH:17][C:18]1[CH:23]=[CH:22][CH:21]=[C:20]([C:24]([F:27])([F:26])[F:25])[CH:19]=1>C1(C)C=CC=CC=1>[F:25][C:24]([F:27])([F:26])[C:20]1[CH:19]=[C:18]([NH:17][C:12]2[CH:13]=[CH:14][CH:15]=[CH:16][C:11]=2[C:10]2[S:29][C:7]([NH2:6])=[N:8][N:9]=2)[CH:23]=[CH:22][CH:21]=1. Procedure: Methanesulfonic acid (260 μl, 4.01 mmoles) is added dropwise to a suspension of 2-[(3-trifluoromethylphenyl)amino]-benzoic acid, 2-(aminothioxo-methyl)hydrazide (865.9 mg, 2.44 mmoles) in 30 ml of toluene. The mixture is heated at reflux for two hours. The solvent is decanted from the bright red oil. The oil is washed with toluene and stirred with ether to yield a red solid. The solid is filtered off and suspended in 50 ml of ethyl acetate. The suspension is stirred vigorously with 10% aqueous a... Starting materials: C(C(=O)C)(=O)OCCC (propyl pyruvate), C(C)(C)(C)ON1[C@@H](C([C@@H](C1)P(C1CCCCC1)C1CCCCC1)=C=O)CP(C1=CC=CC=C1)C1=CC=CC=C1 ((2S,4S)-N-tert-butoxy-carbonyl-4-dicyclohexylphosphino-2-diphenylphosphinomethylpyrrolidine). The solvent is C1=CC=CC=C1 (benzene). The product is C(C(O)C)(=O)OCCC (propyl lactate). Isolated yield 96.2%. As a reaction SMILES: [C:1]([O:6][CH2:7][CH2:8][CH3:9])(=[O:5])[C:2]([CH3:4])=[O:3].C(ON1C[C@@H](P(C2CCCCC2)C2CCCCC2)C(=C=O)[C@H]1CP(C1C=CC=CC=1)C1C=CC=CC=1)(C)(C)C>C1C=CC=CC=1>[C:1]([O:6][CH2:7][CH2:8][CH3:9])(=[O:5])[CH:2]([CH3:4])[OH:3]. Procedure details: To 50 ml of benzene were added 13.0 g (100 m-mol) of propyl pyruvate, 1 mg of rhodium 1,5-cyclooctadiene chloride complex compound and 3.1 mg (0.0055 m-mol) of (2S,4S)-N-tert-butoxy-carbonyl-4-dicyclohexylphosphino-2-diphenylphosphinomethylpyrrolidine (BCPM) obtained in Example 4. An autoclave equipped with a stirrer, a pressure gauge and a thermometer was charged with the above mixture and a treatment was carried out in the same manner as described in Example 13 whereby 12.7 g (yield: 96.2%) of... Reactants: O\N=C(/C(=O)OC(C)(C)C)\C(C)=O (tert-butyl (Z)-2-hydroxyimino-3-oxobutyrate), O[C@@H]1C[C@H](N(C1)C(=O)OCC1=CC=C(C=C1)[N+](=O)[O-])C(=O)OCC1=CC=C(C=C1)[N+](=O)[O-] (4-Nitrobenzyl (2S,4R)-4-hydroxy-1-(4-nitrobenzyloxycarbonyl)pyrrolidine-2-carboxylate), C1(=CC=CC=C1)P(C1=CC=CC=C1)C1=CC=CC=C1 (triphenylphosphine), N(=NC(=O)OC)C(=O)OC (dimethyl azodicarboxylate). The solvent is O1CCCC1 (tetrahydrofuran), O1CCCC1 (tetrahydrofuran), O1CCCC1 (tetrahydrofuran). Conditions: time 18 hour. Yields the product O=C(/C(/C(=O)OC(C)(C)C)=N/O[C@H]1C[C@H](N(C1)C(=O)OCC1=CC=C(C=C1)[N+](=O)[O-])C(=O)OCC1=CC=C(C=C1)[N+](=O)[O-])C (tert-Butyl 3-oxo-(Z)-2-[(2S,4S)-1-(4-nitrobenzyloxycarbonyl)-2-(4-nitrobenzyloxycarbonyl)pyrrolidine-4-yloxyimino]butyrate). Isolated yield 55.7%. Reaction SMILES: [OH:1][C@H:2]1[CH2:6][N:5]([C:7]([O:9][CH2:10][C:11]2[CH:16]=[CH:15][C:14]([N+:17]([O-:19])=[O:18])=[CH:13][CH:12]=2)=[O:8])[C@H:4]([C:20]([O:22][CH2:23][C:24]2[CH:29]=[CH:28][C:27]([N+:30]([O-:32])=[O:31])=[CH:26][CH:25]=2)=[O:21])[CH2:3]1.C1(P(C2C=CC=CC=2)C2C=CC=CC=2)C=CC=CC=1.N(C(OC)=O)=NC(OC)=O.O/[N:63]=[C:64](/[C:72](=[O:74])[CH3:73])\[C:65]([O:67][C:68]([CH3:71])([CH3:70])[CH3:69])=[O:66]>O1CCCC1>[O:74]=[C:72]([CH3:73])/[C:64](=[N:63]/[O:1][C@@H:2]1[CH2:6][N:5]([C:7]([O:9][CH2:10][C:11]2[CH:16]=[CH:15][C:14]([N+:17]([O-:19])=[O:18])=[CH:13][CH:12]=2)=[O:8])[C@H:4]([C:20]([O:22][CH2:23][C:24]2[CH:25]=[CH:26][C:27]([N+:30]([O-:32])=[O:31])=[CH:28][CH:29]=2)=[O:21])[CH2:3]1)/[C:65]([O:67][C:68]([CH3:70])([CH3:69])[CH3:71])=[O:66]. Reported procedure: 4-Nitrobenzyl (2S,4R)-4-hydroxy-1-(4-nitrobenzyloxycarbonyl)pyrrolidine-2-carboxylate (3.24 g, 7.28 mmol) and triphenylphosphine (2.29 g, 8.7 mmol) in dry tetrahydrofuran (60 ml) under argon were treated with dimethyl azodicarboxylate (1.28 g, 8.7 mmol) in dry tetrahydrofuran (5 ml). After 5 min tert-butyl (Z)-2-hydroxyimino-3-oxobutyrate (2.59 g, 8.7 mmol) in dry tetrahydrofuran (10 ml) was added and the mixture was stirred under an argon atmosphere for 18 h. The tetrahydrofuran was removed and...